From a dataset of the Open Reaction Database (ORD), a public repository of structured organic reaction records. describe an organic reaction: reactants, conditions, products, and yield Starting materials: OCCNC(CCCCCCCCCCC)=O (N-(2-hydroxyethyl)lauramide), C(C)(C)(C)C=1C=C(C=C(C1O)C(C)(C)C)CCC(=O)O (3(3,5-di-tert-butyl-4-hydroxyphenyl)propionic acid), C=1(C(=CC=CC1)C)C (xylene). The reagents and catalysts are CCCC[O-].CCCC[O-].CCCC[O-].CCCC[O-].[Ti+4] (Tyzor TBT). Run in O (water). Run at temperature -10 celsius. Yields the product C(C)(C)(C)C=1C=C(C=C(C1O)C(C)(C)C)CCC(=O)OCCNC(CCCCCCCCCCC)=O (2-(lauramido)ethyl 3-(3,5-di-tert-butyl-4-hydroxyphenyl)-propionate). RXN SMILES: [OH:1][CH2:2][CH2:3][NH:4][C:5](=[O:17])[CH2:6][CH2:7][CH2:8][CH2:9][CH2:10][CH2:11][CH2:12][CH2:13][CH2:14][CH2:15][CH3:16].[C:18]([C:22]1[CH:23]=[C:24]([CH2:33][CH2:34][C:35](O)=[O:36])[CH:25]=[C:26]([C:29]([CH3:32])([CH3:31])[CH3:30])[C:27]=1[OH:28])([CH3:21])([CH3:20])[CH3:19].C1(C)C(C)=CC=CC=1>CCCC[O-].CCCC[O-].CCCC[O-].CCCC[O-].[Ti+4].O>[C:29]([C:26]1[CH:25]=[C:24]([CH2:33][CH2:34][C:35]([O:1][CH2:2][CH2:3][NH:4][C:5](=[O:17])[CH2:6][CH2:7][CH2:8][CH2:9][CH2:10][CH2:11][CH2:12][CH2:13][CH2:14][CH2:15][CH3:16])=[O:36])[CH:23]=[C:22]([C:18]([CH3:20])([CH3:19])[CH3:21])[C:27]=1[OH:28])([CH3:32])([CH3:30])[CH3:31] |f:3.4.5.6.7|. Procedure: A mixture of 13.9 g (0.055 mole) N-(2-hydroxyethyl)lauramide, 13.9 g (0.05 mole) 3(3,5-di-tert-butyl-4-hydroxyphenyl)propionic acid, 0.5 g Tyzor TBT catalyst and 100 ml xylene was refluxed until evolution of water ceased (3 hours). The xylene was removed by vacuum stripping. The residue was taken up in acetonitrile. White crystals separated upon cooling at about -10° C. The acetonitrile was decanted and the recrystallization was repeated. The last traces of acetonitrile were removed under vacuum... The reactants are COc1ccccc1C, Cc1cccc(C(=O)O)c1, O. Yields the product COc1ccc(C(=O)c2cccc(C)c2)cc1C. RXN SMILES: [CH3:11][c:12]1[c:13]([O:18][CH3:19])[cH:14][cH:15][cH:16][cH:17]1.[CH3:1][c:2]1[cH:3][cH:4][cH:5][c:6]([C:8]([OH:9])=[O:10])[cH:7]1.[OH2:20]>>[CH3:1][c:2]1[cH:3][cH:4][cH:5][c:6]([C:8](=[O:9])[c:16]2[cH:15][cH:14][c:13]([O:18][CH3:19])[c:12]([CH3:11])[cH:17]2)[cH:7]1. Procedure: SOCl2 (13.5 g, 114.0 mmol) was added dropwise to a stirred solution of benzothiazol-6-yl-acetic acid (20.0 g, 103.6 mmol) in 150 ml of methanol at 0° C. under N2. After stirring for 2 hours at room temperature the solvent was evaporated and the residue was diluted with ethyl acetate (150 ml). The mixture was washed with saturated sodium carbonate solution (100 ml×3) and brine (100 ml) and then concentrated in vacuo. The residue was purified by column chromatoghaphy eluting with ethyl acetate/pet... Run at time 2 hour. Reactants: O=S(Cl)Cl (SOCl2), S1C=NC2=C1C=C(C=C2)CC(=O)O (benzothiazol-6-yl-acetic acid), CO (methanol). As a reaction SMILES: O=S(Cl)Cl.[S:5]1[C:9]2[CH:10]=[C:11]([CH2:14][C:15]([OH:17])=[O:16])[CH:12]=[CH:13][C:8]=2[N:7]=[CH:6]1.[CH3:18]O>>[CH3:18][O:16][C:15](=[O:17])[CH2:14][C:11]1[CH:12]=[CH:13][C:8]2[N:7]=[CH:6][S:5][C:9]=2[CH:10]=1. The product is COC(CC1=CC2=C(N=CS2)C=C1)=O (Benzothiazol-6-yl-acetic acid methyl ester).